Dataset: the Open Reaction Database (ORD), a public repository of structured organic reaction records. Task: describe an organic reaction: reactants, conditions, products, and yield The reactants are Cl.N(C1=CC=CC=C1)C1=CC(=NC2=CC=C3C(=C12)NC=N3)C (9-Anilino-7-methyl-1H-imidazo[4,5-f]quinoline Hydrochloride), COC1=C(N)C=C(C=C1)OC (2,5-dimethoxyaniline), C(C)O (ethanol). Run at time 8 hour. Yields the product O.Cl.COC1=C(NC2=CC(=NC3=CC=C4C(=C23)NC=N4)C)C=C(C=C1)OC.COC1=C(NC4=CC(=NC2=CC=C3C(=C42)NC=N3)C)C=C(C=C1)OC.Cl (9-(2,5-Dimethoxyanilino)-7-methyl-1H-imidazo[4,5-f]quinoline Hydrochloride Hemihydrate). Reaction SMILES: [ClH:1].N([C:9]1[C:18]2[C:13](=[CH:14][CH:15]=[C:16]3[N:21]=[CH:20][NH:19][C:17]3=2)[N:12]=[C:11]([CH3:22])[CH:10]=1)C1C=CC=CC=1.[CH3:23][O:24][C:25]1[CH:31]=[CH:30][C:29]([O:32][CH3:33])=[CH:28][C:26]=1[NH2:27].C(O)C>>[OH2:24].[ClH:1].[CH3:23][O:24][C:25]1[CH:31]=[CH:30][C:29]([O:32][CH3:33])=[CH:28][C:26]=1[NH:27][C:9]1[C:18]2[C:13](=[CH:14][CH:15]=[C:16]3[N:21]=[CH:20][NH:19][C:17]3=2)[N:12]=[C:11]([CH3:22])[CH:10]=1.[CH3:23][O:24][C:25]1[CH:31]=[CH:30][C:29]([O:32][CH3:33])=[CH:28][C:26]=1[NH:27][C:9]1[C:18]2[C:13](=[CH:14][CH:15]=[C:16]3[N:21]=[CH:20][NH:19][C:17]3=2)[N:12]=[C:11]([CH3:22])[CH:10]=1.[ClH:1] |f:0.1,4.5.6.7.8|. Reported procedure: A mixture of 40 g. (0.184 m.) of the compound of Example I, C., 282 g. (0.184 m.) of 2,5-dimethoxyaniline and 500 ml. of ethanol was heated at reflux with stirring overnight. The reaction was concentrated to dryness in vacuo. The product was recrystallized from 800 ml. of MeOH, to give 28 m.p. 258°-293°C. A second recrystallization from 1000 ml. of MeOH gave m.p. 257°-260°C. RXN SMILES: [Cl:1][c:2]1[cH:3][cH:4][c:5]([CH:8]=[CH:9][c:10]2[cH:11][c:12]([C:13](=[O:14])[OH:15])[cH:16][cH:17][c:18]2[O:19][CH3:20])[cH:6][cH:7]1.[NH2:21][CH:22]([CH2:23][OH:24])[CH2:25][OH:26]>>[Cl:1][c:2]1[cH:3][cH:4][c:5]([CH:8]=[CH:9][c:10]2[cH:11][c:12]([C:13](=[O:15])[NH:21][CH:22]([CH2:23][OH:24])[CH2:25][OH:26])[cH:16][cH:17][c:18]2[O:19][CH3:20])[cH:6][cH:7]1. Reactants: COc1ccc(C(=O)O)cc1C=Cc1ccc(Cl)cc1, NC(CO)CO. The product is COc1ccc(C(=O)NC(CO)CO)cc1C=Cc1ccc(Cl)cc1. Reactants: ClC=1C=C(C=C(C1)Cl)C1(CC(=NO1)C1=CC(C(C(=O)N)C=C1)(C)C)C(F)(F)F (4-[5-(3,5-dichlorophenyl)-5-trifluoromethyl-4,5-dihydroisoxazol-3-yl]-2-methyl-2-methyl benzoic acid amide), C(=C)OCC (ethyl vinyl ether), N1=CC=CC2=CC=C3C=CC=NC3=C12 (1,10-phenanthroline), O (water). The reagents and catalysts are FC(C(=O)O[Pd]OC(C(F)(F)F)=O)(F)F (bis(trifluoroacetoxy) palladium (II)). Run in COCCOC (1,2-dimethoxyethane). Conditions: time 19 hour. Yields the product ClC=1C=C(C=C(C1)Cl)C1(CC(=NO1)C1=CC(=C(C(=O)NC=C)C=C1)C)C(F)(F)F (4-[5-(3,5-Dichlorophenyl)-5-trifluoromethyl-4,5-dihydroisoxazol-3-yl]-N-ethenyl-2-methylbenzoic acid amide). The yield is 88.0%. RXN SMILES: [Cl:1][C:2]1[CH:3]=[C:4]([C:9]2([C:25]([F:28])([F:27])[F:26])[O:13][N:12]=[C:11]([C:14]3[CH:22]=[CH:21][CH:17]([C:18]([NH2:20])=[O:19])[C:16]([CH3:24])(C)[CH:15]=3)[CH2:10]2)[CH:5]=[C:6]([Cl:8])[CH:7]=1.[CH:29](OCC)=[CH2:30].N1C2C(=CC=C3C=2N=CC=C3)C=CC=1.O>COCCOC.FC(F)(F)C(O[Pd]OC(=O)C(F)(F)F)=O>[Cl:8][C:6]1[CH:5]=[C:4]([C:9]2([C:25]([F:26])([F:27])[F:28])[O:13][N:12]=[C:11]([C:14]3[CH:22]=[CH:21][C:17]([C:18]([NH:20][CH:29]=[CH2:30])=[O:19])=[C:16]([CH3:24])[CH:15]=3)[CH2:10]2)[CH:3]=[C:2]([Cl:1])[CH:7]=1. Procedure: In a solution of 0.50 g of 4-[5-(3,5-dichlorophenyl)-5-trifluoromethyl-4,5-dihydroisoxazol-3-yl]-2-methyl-2-methyl benzoic acid amide synthesized in Synthetic Example 29, 0.865 g of ethyl vinyl ether and 0.022 g of 1,10-phenanthroline in 10 ml of 1,2-dimethoxyethane, 0.04 g of bis(trifluoroacetoxy) palladium (II) was added and stirred at room temperature for 19 hours. After the completion of the reaction, 30 ml of water was added in the reaction mixture, and extracted with ethyl acetate (40 ml×1... Starting materials: C(C)(C)(C)[Si](OC1CCC(CC1)CO)(C)C ([4-(tert-butyl-dimethyl-silanyloxy)-cyclohexyl]-methanol), OC=1C=C(C(=O)OCC)C=CC1 (ethyl 3-hydroxybenzoate). Yields the product C(C)(C)(C)[Si](OC1CCC(CC1)COC=1C=C(C(=O)O)C=CC1)(C)C (3-[4-(tert-butyl-dimethyl-silanyloxy)-cyclohexylmethoxy]-benzoic acid). RXN SMILES: [C:1]([Si:5]([CH3:16])([CH3:15])[O:6][CH:7]1[CH2:12][CH2:11][CH:10]([CH2:13][OH:14])[CH2:9][CH2:8]1)([CH3:4])([CH3:3])[CH3:2].O[C:18]1[CH:19]=[C:20]([CH:26]=[CH:27][CH:28]=1)[C:21]([O:23]CC)=[O:22]>>[C:1]([Si:5]([CH3:16])([CH3:15])[O:6][CH:7]1[CH2:8][CH2:9][CH:10]([CH2:13][O:14][C:18]2[CH:19]=[C:20]([CH:26]=[CH:27][CH:28]=2)[C:21]([OH:23])=[O:22])[CH2:11][CH2:12]1)([CH3:4])([CH3:3])[CH3:2]. Reported procedure: Prepared from [4-(tert-butyl-dimethyl-silanyloxy)-cyclohexyl]-methanol and ethyl 3-hydroxybenzoate by a method similar to Example 1. Reactants: COC1=CC=C(C(=O)O)C=C1 (4-methoxybenzoic acid), C(=O)(N1C=NC=C1)N1C=NC=C1 (carbonyldiimidazole), CC=1C=C(C=CC1)CCN (2-(3-methylphenyl) ethylamine). Run in O (water), C1CCOC1 (THF). Run at time 8 hour. Yields the product COC1=CC=C(C(=O)NCCC2=C(C=CC=C2)C)C=C1 (N-(4-Methoxybenzoyl)-2-(methylphenyl)ethylamine). RXN SMILES: [CH3:1][O:2][C:3]1[CH:11]=[CH:10][C:6]([C:7]([OH:9])=O)=[CH:5][CH:4]=1.C([N:19]1[CH:23]=[CH:22]N=C1)(N1C=CN=C1)=O.[CH3:24][C:25]1[CH:26]=[C:27](CCN)[CH:28]=[CH:29][CH:30]=1>C1COCC1.O>[CH3:1][O:2][C:3]1[CH:4]=[CH:5][C:6]([C:7]([NH:19][CH2:23][CH2:22][C:30]2[CH:29]=[CH:28][CH:27]=[CH:26][C:25]=2[CH3:24])=[O:9])=[CH:10][CH:11]=1. Procedure details: A solution of 4-methoxybenzoic acid (5.7 g, 0,038 mol) and carbonyldiimidazole (6.1 g, 0.050 mol) in 100 ml of THF was stirred for 1 h protected from moisture. To this was added 2-(3-methylphenyl) ethylamine and stirring was continued overnight. The reaction mixture was diluted with water (500 ml) and extracted with two 150 ml portions of methylene chloride. The methylene chloride solution was washed with 250 ml of water and evaporated to give the crystalline amide which was recrystallized from ... Starting materials: C(C)(C)(C)ONC(CC1(CCCC1)SC1=CC=C(C=C1)OC1=CC=CC=C1)=O (N-tert-butoxy-2-[1-(4-phenoxyphenylthio)-cyclopent-1-yl]-acetamide). Run in FC(C(=O)O)(F)F (trifluoroacetic acid). Reaction conditions: time 24 hour. Yields the product ONC(CC1(CCCC1)SC1=CC=C(C=C1)OC1=CC=CC=C1)=O (N-hydroxy-2-[1-(4-phenoxyphenylthio)-cyclopent-1-yl]-acetamide). As a reaction SMILES: C([O:5][NH:6][C:7](=[O:28])[CH2:8][C:9]1([S:14][C:15]2[CH:20]=[CH:19][C:18]([O:21][C:22]3[CH:27]=[CH:26][CH:25]=[CH:24][CH:23]=3)=[CH:17][CH:16]=2)[CH2:13][CH2:12][CH2:11][CH2:10]1)(C)(C)C>FC(F)(F)C(O)=O>[OH:5][NH:6][C:7](=[O:28])[CH2:8][C:9]1([S:14][C:15]2[CH:20]=[CH:19][C:18]([O:21][C:22]3[CH:23]=[CH:24][CH:25]=[CH:26][CH:27]=3)=[CH:17][CH:16]=2)[CH2:13][CH2:12][CH2:11][CH2:10]1. Reported procedure: The N-tert-butoxy-2-[1-(4-phenoxyphenylthio)-cyclopent-1-yl]-acetamide was dissolved in trifluoroacetic acid (6 ml) and allowed to stand for 24 hours. The acid was evaporated off under reduced pressure and the product purified by preparative TLC, eluting with 6.5% methanol/methylene chloride gave N-hydroxy-2-[1-(4-phenoxyphenylthio)-cyclopent-1-yl]-acetamide (100 mg). Reactants: O=C([O-])[O-], CN(C)CCS, O=C(Nc1ccc(Cl)cc1)c1cc(Cl)ccc1NC(=O)c1scc(CCl)c1Cl, [K+], [K+], CN(C)C=O, O. Product: CN(C)CCSCc1csc(C(=O)Nc2ccc(Cl)cc2C(=O)Nc2ccc(Cl)cc2)c1Cl. RXN SMILES: [C:35](=[O:36])([O-:37])[O-:38].[CH3:29][N:30]([CH2:31][CH2:32][SH:33])[CH3:34].[Cl:1][c:2]1[cH:3][cH:4][c:5]([NH:8][C:9]([c:10]2[c:11]([NH:17][C:18](=[O:19])[c:20]3[s:21][cH:22][c:23]([CH2:26][Cl:27])[c:24]3[Cl:25])[cH:12][cH:13][c:14]([Cl:16])[cH:15]2)=[O:28])[cH:6][cH:7]1.[K+:39].[K+:40].[O:42]=[CH:43][N:44]([CH3:45])[CH3:46].[OH2:41]>>[Cl:1][c:2]1[cH:3][cH:4][c:5]([NH:8][C:9]([c:10]2[c:11]([NH:17][C:18](=[O:19])[c:20]3[s:21][cH:22][c:23]([CH2:26][S:33][CH2:32][CH2:31][N:30]([CH3:29])[CH3:34])[c:24]3[Cl:25])[cH:12][cH:13][c:14]([Cl:16])[cH:15]2)=[O:28])[cH:6][cH:7]1.